From a dataset of the Open Reaction Database (ORD), a public repository of structured organic reaction records. describe an organic reaction: reactants, conditions, products, and yield The reactants are NC1=C(C(=NC=2N1N=CC2C=2C=NC(=CC2)C2=CC=CC=C2)C2CC1CCC(C2)N1C(=O)OC(C)(C)C)S(=O)(=O)C (tert-butyl 3-(7-amino-6-(methylsulfonyl)-3-(6-phenylpyridin-3-yl)pyrazolo[1,5-a]pyrimidin-5-yl)-8-azabicyclo[3.2.1]octane-8-carboxylate), Cl (HCl), O1CCOCC1 (1,4-dioxane). Run in CO (MeOH). Reaction conditions: time 2 hour. Product: C12CC(CC(CC1)N2)C2=NN1C(N=CC(=C1N)S(=O)(=O)C)=C2C=2C=NC(=CC2)C2=CC=CC=C2 (8-Azabicyclo[3.2.1]octan-3-yl-6-(methylsulfonyl)-3-(6-phenylpyridin-3-yl)pyrazolo[1,5-a]pyrimidin-7-amine), Cl (HCl). Reaction SMILES: [NH2:1][C:2]1[N:7]2[N:8]=[CH:9][C:10]([C:11]3[CH:12]=[N:13][C:14]([C:17]4[CH:22]=[CH:21][CH:20]=[CH:19][CH:18]=4)=[CH:15][CH:16]=3)=[C:6]2[N:5]=[C:4](C2CC3N(C(OC(C)(C)C)=O)C(CC3)C2)[C:3]=1[S:38]([CH3:41])(=[O:40])=[O:39].[ClH:42].O1[CH2:48][CH2:47]OCC1>CO>[CH:48]12[NH:13][CH:14]([CH2:17][CH2:47]1)[CH2:15][CH:16]([C:9]1[C:10]([C:11]3[CH:12]=[N:13][C:14]([C:17]4[CH:18]=[CH:19][CH:20]=[CH:21][CH:22]=4)=[CH:15][CH:16]=3)=[C:6]3[N:5]=[CH:4][C:3]([S:38]([CH3:41])(=[O:40])=[O:39])=[C:2]([NH2:1])[N:7]3[N:8]=1)[CH2:11]2.[ClH:42]. Procedure: To the crude tert-butyl 3-(7-amino-6-(methylsulfonyl)-3-(6-phenylpyridin-3-yl)pyrazolo[1,5-a]pyrimidin-5-yl)-8-azabicyclo[3.2.1]octane-8-carboxylate in MeOH (5 mL) was added 4M HCl in 1,4-dioxane at r.t. It was stirred further at room temperature for 2 h, at which time LC/MS analysis confirmed full consumption of the starting material. The solvent was removed in vacuo to afford the desired product as an HCl salt. Starting materials: C([O-])([O-])=O.[K+].[K+] (potassium carbonate), ClC[Si](C)(C)C (chloromethyltrimethylsilane), C(C1=CC=CC=C1)N (benzylamine). Reaction conditions: temperature 120 celsius, time 10 minute. Product: C(C1=CC=CC=C1)NC[Si](C)(C)C (N-Benzyl-N-[(trimethylsilyl)methyl]amine), oil. Isolated yield 74.0%. RXN SMILES: Cl[CH2:2][Si:3]([CH3:6])([CH3:5])[CH3:4].[CH2:7]([NH2:14])[C:8]1[CH:13]=[CH:12][CH:11]=[CH:10][CH:9]=1.C(=O)([O-])[O-].[K+].[K+]>>[CH2:7]([NH:14][CH2:2][Si:3]([CH3:6])([CH3:5])[CH3:4])[C:8]1[CH:13]=[CH:12][CH:11]=[CH:10][CH:9]=1 |f:2.3.4|. Reported procedure: A mixture of chloromethyltrimethylsilane (325g, 370 ml, 2.65 mole) and benzylamine (835 g, 850 ml, 7.78 mole) was heated at 120° C. (oil bath temperature) for 2 h. A white solid began appearing after only 10 minutes and a viscous mixture eventually resulted. The reaction mixture was allowed to cool, then basified with potassium carbonate solution and extracted twice with ether. The combined extracts were dried (Na2SO4) and concentrated in vacuo to leave a yellow oil, which was purified by distil... Starting materials: CC(C)(C)OC(=O)N1CCC(CS(=O)(=O)Cc2cc(C(F)(F)F)cc(C(F)(F)F)c2)(c2ccccc2)CC1, CCOCC, Cl. The product is Cl, O=S(=O)(Cc1cc(C(F)(F)F)cc(C(F)(F)F)c1)CC1(c2ccccc2)CCNCC1. Reaction SMILES: [C:1]([O:2][C:3](=[O:4])[N:8]1[CH2:9][CH2:10][C:11]([CH2:14][S:15](=[O:16])(=[O:17])[CH2:18][c:19]2[cH:20][c:21]([C:29]([F:30])([F:31])[F:32])[cH:22][c:23]([C:25]([F:26])([F:27])[F:28])[cH:24]2)([c:33]2[cH:34][cH:35][cH:36][cH:37][cH:38]2)[CH2:12][CH2:13]1)([CH3:5])([CH3:6])[CH3:7].[CH3:40][CH2:41][O:42][CH2:43][CH3:44].[ClH:39]>>[ClH:39].[NH:8]1[CH2:9][CH2:10][C:11]([CH2:14][S:15](=[O:16])(=[O:17])[CH2:18][c:19]2[cH:20][c:21]([C:29]([F:30])([F:31])[F:32])[cH:22][c:23]([C:25]([F:26])([F:27])[F:28])[cH:24]2)([c:33]2[cH:34][cH:35][cH:36][cH:37][cH:38]2)[CH2:12][CH2:13]1. The solvent is C(C)(=O)OCC (ethyl acetate). RXN SMILES: [OH:1][C:2]1[CH:7]=[CH:6][C:5]([C:8](=[O:13])[CH2:9][C:10](=[O:12])[CH3:11])=[CH:4][C:3]=1[O:14][CH3:15].C[C:17]([C:19]1[CH:24]=[CH:23][C:22]([OH:25])=[C:21]([O:26][CH3:27])[CH:20]=1)=O.[H-].[Na+].CC(C)(C)C(=O)CC(=O)C>C(OCC)(=O)C>[OH:1][C:2]1[CH:7]=[CH:6][C:5]([C:8](=[O:13])[CH2:9][C:10](=[O:12])/[CH:11]=[CH:17]/[C:19]2[CH:24]=[CH:23][C:22]([OH:25])=[C:21]([O:26][CH3:27])[CH:20]=2)=[CH:4][C:3]=1[O:14][CH3:15] |f:2.3|. Yields the product OC1=C(C=C(C=C1)C(CC(\C=C\C1=CC(=C(C=C1)O)OC)=O)=O)OC ((E)-1,5-bis-(4-hydroxy-3-methoxyphenyl)-pent-4-ene-1,3-dione). Yield: 39.0%. Procedure details: By a similar procedure as described in Example 1 using 1-(4-hydroxy-3-methoxyphenyl)-butane-1,3-dione (prepared by reaction of 4-hydroxy-3-methoxyacetophenone with ethyl acetate in the presence of sodium hydride) in place of 5,5-dimethylhexane-2,4-dione, (E)-1,5-bis-(4-hydroxy-3-methoxyphenyl)-pent-4-ene-1,3-dione (920 mg, 39%) was obtained as yellow needles: mp 170-172° C.; LRMS m/z 342 (M+); 1H NMR (500 MHz, CDCl3) δ 3.95 (3H, s, OCH3), 3.98 (3H, s, OCH3), 5.85 (1H, brs, OH), 6.04 (1H, brs, OH... Starting materials: CC(=O)C1=CC(=C(C=C1)O)OC (4-hydroxy-3-methoxyacetophenone), [H-].[Na+] (sodium hydride), CC(C(CC(C)=O)=O)(C)C (5,5-dimethylhexane-2,4-dione), OC1=C(C=C(C=C1)C(CC(C)=O)=O)OC (1-(4-hydroxy-3-methoxyphenyl)-butane-1,3-dione).